Dataset: the Open Reaction Database (ORD), a public repository of structured organic reaction records. Task: describe an organic reaction: reactants, conditions, products, and yield Solvent: [Cl-].[Na+].O (brine), C(Cl)Cl (methylene chloride), C(Cl)Cl (methylene chloride). Reported procedure: To a stirred, ice-cooled suspension of 15.9 g (119 mmol) of aluminum chloride in 140 ml of methylene chloride was added under nitrogen, a solution of 21.64 g (79.9 mmol) of S-(4-bromophenyl) 3,3-dimethyl-thioacrylate (Compound 69) in 100 ml of methylene chloride. The mixture was then stirred at room temperature for 72 h and then poured into 250 g of an ice and brine mixture. The mixture was extracted with methylene chloride and the combined organic extracts were washed with saturated NaCl soluti... The product is CC1(CC(SC2=CC=C(C=C12)Br)=O)C (4,4-Dimethyl-6-bromo-2-oxo-thiochroman). As a reaction SMILES: [Cl-].[Al+3].[Cl-].[Cl-].[CH3:5][C:6]([CH3:18])=[CH:7][C:8]([S:10][C:11]1[CH:16]=[CH:15][C:14]([Br:17])=[CH:13][CH:12]=1)=[O:9]>C(Cl)Cl.[Cl-].[Na+].O>[CH3:5][C:6]1([CH3:18])[C:12]2[C:11](=[CH:16][CH:15]=[C:14]([Br:17])[CH:13]=2)[S:10][C:8](=[O:9])[CH2:7]1 |f:0.1.2.3,6.7.8|. Reaction conditions: time 72 hour. The reactants are CC(=CC(=O)SC1=CC=C(C=C1)Br)C (S-(4-bromophenyl) 3,3-dimethyl-thioacrylate), ice, [Cl-].[Al+3].[Cl-].[Cl-] (aluminum chloride), CC(=CC(=O)SC1=CC=C(C=C1)Br)C (S-(4-bromophenyl) 3,3-dimethyl-thioacrylate). The product is C1(CC1)C1=NN=C(O1)C=1C(=NC=C(C1)C1=CC(=CC=C1)CN1CCOCC1)N (3-(5-cyclopropyl-1,3,4-oxadiazol-2-yl)-5-[3-(morpholinomethyl)phenyl]pyridin-2-amine). Run at temperature 100 celsius, time 18 hour. The solvent is O1CCOCC1 (dioxane), O (water), O (water). The reactants are BrC=1C=C(C(=NC1)N)C=1OC(=NN1)C1CC1 (5-bromo-3-(5-cyclopropyl-[1,3,4]oxadiazol-2-yl)-pyridin-2-ylamine), C(=O)([O-])[O-].[K+].[K+] (K2CO3), O1CCN(CC1)CC=1C=C(C=CC1)B(O)O ((3-(morpholinomethyl)phenyl)boronic acid). The reagents and catalysts are C=1C=CC(=CC1)[P](C=2C=CC=CC2)(C=3C=CC=CC3)[Pd]([P](C=4C=CC=CC4)(C=5C=CC=CC5)C=6C=CC=CC6)([P](C=7C=CC=CC7)(C=8C=CC=CC8)C=9C=CC=CC9)[P](C=1C=CC=CC1)(C=1C=CC=CC1)C=1C=CC=CC1 (Pd(PPh3)4). Yield: 16.8%. RXN SMILES: Br[C:2]1[CH:3]=[C:4]([C:9]2[O:10][C:11]([CH:14]3[CH2:16][CH2:15]3)=[N:12][N:13]=2)[C:5]([NH2:8])=[N:6][CH:7]=1.C([O-])([O-])=O.[K+].[K+].[O:23]1[CH2:28][CH2:27][N:26]([CH2:29][C:30]2[CH:31]=[C:32](B(O)O)[CH:33]=[CH:34][CH:35]=2)[CH2:25][CH2:24]1>O1CCOCC1.O.C1C=CC([P]([Pd]([P](C2C=CC=CC=2)(C2C=CC=CC=2)C2C=CC=CC=2)([P](C2C=CC=CC=2)(C2C=CC=CC=2)C2C=CC=CC=2)[P](C2C=CC=CC=2)(C2C=CC=CC=2)C2C=CC=CC=2)(C2C=CC=CC=2)C2C=CC=CC=2)=CC=1>[CH:14]1([C:11]2[O:10][C:9]([C:4]3[C:5]([NH2:8])=[N:6][CH:7]=[C:2]([C:32]4[CH:33]=[CH:34][CH:35]=[C:30]([CH2:29][N:26]5[CH2:27][CH2:28][O:23][CH2:24][CH2:25]5)[CH:31]=4)[CH:3]=3)=[N:13][N:12]=2)[CH2:16][CH2:15]1 |f:1.2.3,^1:49,51,70,89|. Procedure details: To a solution of 5-bromo-3-(5-cyclopropyl-[1,3,4]oxadiazol-2-yl)-pyridin-2-ylamine (400 mg; 1.42 mmol) in dioxane (10 mL) and water (6 mL) were added K2CO3 (587 mg; 4.26 mmol), (3-(morpholinomethyl)phenyl)boronic acid (348 mg; 1.56 mmol) in a sealed tube. The reaction mixture was degassed with argon for 30 min, then added Pd(PPh3)4 (82.0 mg; 0.07 mmol) to the reaction mixture. The reaction mixture was stirred for 18 h at 100° C. The reaction mixture was diluted with water (50 mL) extracted with ... Reactants: ClC=1C=CC2=C(C(C3=C(C=C2)C=CC=C3)O)C1 (3-chloro-5H-dibenzo[a,d]cyclohepten-5-ol), S(=O)(Cl)Cl (thionyl chloride). The solvent is C1=CC=CC=C1 (benzene). The product is ClC=1C=CC2=C(C(C3=C(C=C2)C=CC=C3)Cl)C1 (3,5-dichloro-5H-dibenzo[a,d]cycloheptene). RXN SMILES: [Cl:1][C:2]1[CH:3]=[CH:4][C:5]2[CH:11]=[CH:10][C:9]3[CH:12]=[CH:13][CH:14]=[CH:15][C:8]=3[CH:7](O)[C:6]=2[CH:17]=1.S(Cl)([Cl:20])=O>C1C=CC=CC=1>[Cl:1][C:2]1[CH:3]=[CH:4][C:5]2[CH:11]=[CH:10][C:9]3[CH:12]=[CH:13][CH:14]=[CH:15][C:8]=3[CH:7]([Cl:20])[C:6]=2[CH:17]=1. Procedure details: The thus dried 3-chloro-5H-dibenzo[a,d]cyclohepten-5-ol intermediate was mixed with 10 milliliters of benzene and 10 milliliters of thionyl chloride and the resulting mixture stirred at reflux temperature for 2 hours to obtain 3,5-dichloro-5H-dibenzo[a,d]cycloheptene intermediate in the reaction mixture. The mixture was cooled and evaporated under reduced pressure to recover the chloro intermediate as residue. The reactants are CN1CCNCC1 (N-methyl piperazine), ClCCl (dichloromethane), C(=O)(OC)C(CS(=O)(=O)Cl)CC1=CC=CC=C1 (2-Carbomethoxy-3-phenyl-1-propanesulfonyl Chloride), ClCCl (dichloromethane). Conditions: temperature 0 celsius, time 90 minute. Product: C(C1=CC=CC=C1)C(C(=O)OC)CS(=O)(=O)C1CCN(CC1)C (Methyl 2-Benzyl-3-(1-methyl-piperidin-4-ylsulfonyl)propionate). Isolated yield 81.0%. RXN SMILES: [C:1]([CH:5]([CH2:11][C:12]1[CH:17]=[CH:16][CH:15]=[CH:14][CH:13]=1)[CH2:6][S:7](Cl)(=[O:9])=[O:8])([O:3][CH3:4])=[O:2].[CH3:18][N:19]1[CH2:24][CH2:23]N[CH2:21][CH2:20]1.Cl[CH2:26]Cl>>[CH2:11]([CH:5]([CH2:6][S:7]([CH:26]1[CH2:23][CH2:24][N:19]([CH3:18])[CH2:20][CH2:21]1)(=[O:9])=[O:8])[C:1]([O:3][CH3:4])=[O:2])[C:12]1[CH:17]=[CH:16][CH:15]=[CH:14][CH:13]=1. Procedure details: To a 1 L round bottom flask was added the resultant compound from Example 3E (84.5 g, 0.305 mol) and dichloromethane (305 mL). The mixture was cooled to 0° C. in an ice water bath and a solution of N-methyl piperazine (35.5 mL, 32.1 g) dissolved in dichloromethane (305 mL) was added dropwise with vigorous stirring over 90 min. After the addition was completed, the ice-water bath was removed and the mixture was stirred an additional 4 h while warming to ambient temperature. The solution was then ... As a reaction SMILES: [C:20](=[O:21])([O-:22])[O-:23].[Cl:1][c:2]1[cH:3][c:4]([N+:10](=[O:11])[O-:12])[c:5]([CH:6]=[O:7])[cH:8][cH:9]1.[K+:24].[K+:25].[OH:13][c:14]1[cH:15][cH:16][cH:17][cH:18][cH:19]1.[cH:26]1[cH:27][cH:28][n:29][cH:30][cH:31]1>>[c:2]1([O:13][c:14]2[cH:15][cH:16][cH:17][cH:18][cH:19]2)[cH:3][c:4]([N+:10](=[O:11])[O-:12])[c:5]([CH:6]=[O:7])[cH:8][cH:9]1. Yields the product O=Cc1ccc(Oc2ccccc2)cc1[N+](=O)[O-]. Starting materials: O=C([O-])[O-], O=Cc1ccc(Cl)cc1[N+](=O)[O-], [K+], [K+], Oc1ccccc1, c1ccncc1. The reactants are ClC1=NC(=NC(=C1SC)OC)OC (4-chloro-2,6-dimethoxy-5-methylsulfanyl-pyrimidine), C(CC(=O)OC)(=O)OC (dimethyl malonate), [H-].[Na+] (sodium hydride). The solvent is CN(C)C=O (DMF). Conditions: temperature 100 celsius, time 10 hour. The product is COC(C(C(=O)OC)C1=NC(=NC(=C1SC)OC)OC)=O (2-(2,6-Dimethoxy-5-methylsulfanyl-pyrimidin-4-yl)-malonic acid dimethyl ester). RXN SMILES: Cl[C:2]1[C:7]([S:8][CH3:9])=[C:6]([O:10][CH3:11])[N:5]=[C:4]([O:12][CH3:13])[N:3]=1.[C:14]([O:21][CH3:22])(=[O:20])[CH2:15][C:16]([O:18][CH3:19])=[O:17].[H-].[Na+]>CN(C=O)C>[CH3:19][O:18][C:16](=[O:17])[CH:15]([C:2]1[C:7]([S:8][CH3:9])=[C:6]([O:10][CH3:11])[N:5]=[C:4]([O:12][CH3:13])[N:3]=1)[C:14]([O:21][CH3:22])=[O:20] |f:2.3|. Procedure: A mixture of 4-chloro-2,6-dimethoxy-5-methylsulfanyl-pyrimidine (3.30 g, 15.0 mmol.) and dimethyl malonate (11.88 g, 90.0 mmol, 6.0 eq.) was added dropwise to slurry of sodium hydride (60% w/w) (3.67 g, 90.0 mmol, 6.0 eq) in DMF (80 ml) in ice bath at 0° C., then the reaction mixture was stirred at 100° C. for 10 hrs and dried, and the solvent was evaporated. The reaction mixture was partitioned between EA and 0.1 N HCl. The organic layer was washed with brine, dried over MgSO4, filtered and eva... Reactants: CO, CC(=O)c1ccc(O)c(C)c1, [K+], [K+], O=C([O-])[O-], O. Yields the product COc1ccc(C(C)=O)cc1C. RXN SMILES: [CH3:19][OH:20].[CH3:1][c:2]1[cH:3][c:4]([C:9]([CH3:10])=[O:11])[cH:5][cH:6][c:7]1[OH:8].[K+:12].[K+:13].[O-:14][C:15]([O-:16])=[O:17].[OH2:18]>>[CH3:1][c:2]1[cH:3][c:4]([C:9]([CH3:10])=[O:11])[cH:5][cH:6][c:7]1[O:8][CH3:15].